describe an organic reaction: reactants, conditions, products, and yield From a dataset of the Open Reaction Database (ORD), a public repository of structured organic reaction records. Reactants: CC=1C=CC(=C(C#N)C1)B1OC(C(O1)(C)C)(C)C (5-methyl-2-(4,4,5,5-tetramethyl-1,3,2-dioxaborolan-2-yl)benzonitrile), COC(C1=CC(=CC(=C1)O)Br)=O (3-bromo-5-hydroxy-benzoic acid methyl ester), P(=O)([O-])([O-])[O-].[K+].[K+].[K+] (potassium phosphate), O1CCOCC1 (1,4-dioxane). The reagents and catalysts are C=1C=CC(=CC1)[P](C=2C=CC=CC2)(C=3C=CC=CC3)[Pd]([P](C=4C=CC=CC4)(C=5C=CC=CC5)C=6C=CC=CC6)([P](C=7C=CC=CC7)(C=8C=CC=CC8)C=9C=CC=CC9)[P](C=1C=CC=CC1)(C=1C=CC=CC1)C=1C=CC=CC1 (tetrakis(triphenylphosphine)palladium(0)). The solvent is O (water). Run at temperature 85 celsius, time 8 hour. Product: C(#N)C1=C(C=CC(=C1)C)C1=CC(=CC(=C1)O)C(=O)OC (Methyl 2′-cyano-5-hydroxy-4′-methylbiphenyl-3-carboxylate). Reaction SMILES: [CH3:1][C:2]1[CH:3]=[CH:4][C:5](B2OC(C)(C)C(C)(C)O2)=[C:6]([CH:9]=1)[C:7]#[N:8].[CH3:19][O:20][C:21](=[O:30])[C:22]1[CH:27]=[C:26]([OH:28])[CH:25]=[C:24](Br)[CH:23]=1.P([O-])([O-])([O-])=O.[K+].[K+].[K+].O1CCOCC1>C1C=CC([P]([Pd]([P](C2C=CC=CC=2)(C2C=CC=CC=2)C2C=CC=CC=2)([P](C2C=CC=CC=2)(C2C=CC=CC=2)C2C=CC=CC=2)[P](C2C=CC=CC=2)(C2C=CC=CC=2)C2C=CC=CC=2)(C2C=CC=CC=2)C2C=CC=CC=2)=CC=1.O>[C:7]([C:6]1[CH:9]=[C:2]([CH3:1])[CH:3]=[CH:4][C:5]=1[C:24]1[CH:25]=[C:26]([OH:28])[CH:27]=[C:22]([C:21]([O:20][CH3:19])=[O:30])[CH:23]=1)#[N:8] |f:2.3.4.5,^1:48,50,69,88|. Procedure details: Under an atmosphere of nitrogen, a flask was charged with 5-methyl-2-(4,4,5,5-tetramethyl-1,3,2-dioxaborolan-2-yl)benzonitrile (2.1 g, 8.2 mmol), 3-bromo-5-hydroxy-benzoic acid methyl ester (1.5 g, 6.2 mmol), potassium phosphate (2.8 g, 13 mmol), tetrakis(triphenylphosphine)palladium(0) (400 mg, 0.35 mmol), 1,4-dioxane (90 mL), and water (20 mL). The reaction mixture was stirred at 85° C. overnight. After cooling, the mixture was filtered through Celite and the filter cake was washed with EtOAc.... The reactants are CCN, CCO, CCCCCCC(C(=O)OCC)n1cnc([N+](=O)[O-])c1, O. The product is CCCCCCC(C(=O)NCC)n1cnc([N+](=O)[O-])c1. Reaction SMILES: [CH3:21][CH2:22][NH2:23].[CH3:25][CH2:26][OH:27].[N+:1](=[O:2])([O-:3])[c:4]1[n:5][cH:6][n:7]([CH:9]([C:10]([O:12][CH2:11][CH3:13])=[O:14])[CH2:15][CH2:16][CH2:17][CH2:18][CH2:19][CH3:20])[cH:8]1.[OH2:24]>>[N+:1](=[O:2])([O-:3])[c:4]1[n:5][cH:6][n:7]([CH:9]([C:10](=[O:12])[NH:23][CH2:22][CH3:21])[CH2:15][CH2:16][CH2:17][CH2:18][CH2:19][CH3:20])[cH:8]1. Reactants: C=O (formaldehyde), OC1=CC(=C(CC2=C(C(=CC(=C2)C)CC2=C(C=C(C(=C2C)C)O)C)O)C(=C1C)C)C (2,6-bis(4-hydroxy-2,5,6-trimethylbenzyl)-4-methylphenol), [OH-].[Na+] (sodium hydroxide), O (water), C(C)(=O)O (acetic acid). Solvent: O1CCCC1 (tetrahydrofurane). Reaction conditions: temperature 40 celsius, time 6 hour. The product is 65.6, OC1=C(C(=C(CC2=C(C(=CC(=C2)C)CC2=C(C(=C(C(=C2C)C)O)CO)C)O)C(=C1C)C)C)CO (2,6-bis(4-hydroxy-3-hydroxymethyl-2,5,6-trimethylbenzyl)-4-methylphenol). Reaction SMILES: [OH:1][C:2]1[C:27]([CH3:28])=[C:26]([CH3:29])[C:5]([CH2:6][C:7]2[CH:12]=[C:11]([CH3:13])[CH:10]=[C:9]([CH2:14][C:15]3[C:20]([CH3:21])=[C:19]([CH3:22])[C:18]([OH:23])=C[C:16]=3[CH3:24])[C:8]=2[OH:25])=[C:4]([CH3:30])[CH:3]=1.[OH-:31].[Na+].O.[CH2:34]=O.[C:36]([OH:39])(=O)[CH3:37]>O1CCCC1>[OH:23][C:18]1[C:19]([CH3:22])=[C:20]([CH3:21])[C:15]([CH2:14][C:9]2[CH:10]=[C:11]([CH3:13])[CH:12]=[C:7]([CH2:6][C:5]3[C:26]([CH3:29])=[C:27]([CH3:28])[C:2]([OH:1])=[C:3]([CH2:34][OH:31])[C:4]=3[CH3:30])[C:8]=2[OH:25])=[C:16]([CH3:24])[C:37]=1[CH2:36][OH:39] |f:1.2|. Procedure details: Into a four-necked flask were charged 60.7 parts of 2,6-bis(4-hydroxy-2,5,6-trimethylbenzyl)-4-methylphenol, 21.6 parts of sodium hydroxide, 900 parts of water and 100 parts of tetrahydrofurane andthey were completely dissolved. While stirring at 40° C., 73.0 partsof 37% formaldehyde was added dropwise thereto and the reaction was conducted for 6 hours. After completion of the reaction, 36.0 parts of acetic acid was added for neutralization and then the mixture was cooled to 25° C. Thereafter, t... Starting materials: NC1=C(C=C(C(=C1)I)I)N (1,2-Diamino-4,5-diiodobenzene), C(#N)[Cu] (CuCN), C(CN(CC(=O)O)CC(=O)O)N(CC(=O)O)CC(=O)O (EDTA). Conditions: temperature 120 celsius, time 2 hour. The product is NC1=C(C=C(C(=C1)C#N)C#N)N (1,2-Diamino-4,5-dicyanobenzene). Isolated yield 54.4%. Reaction SMILES: [NH2:1][C:2]1[CH:7]=[C:6](I)[C:5](I)=[CH:4][C:3]=1[NH2:10].[C:11]([Cu])#[N:12].C(N(CC(O)=O)CC(O)=O)[CH2:15][N:16](CC(O)=O)CC(O)=O>>[NH2:1][C:2]1[CH:7]=[C:6]([C:15]#[N:16])[C:5]([C:11]#[N:12])=[CH:4][C:3]=1[NH2:10]. Reported procedure: A 50 mL round-bottom flask was charged with 2 (6.94 g, 19.3 mmol), and CuCN (6.91 g, 77.2 mmol, 4 eq), and a magnetic stirring bar. The vessel was capped with a septum and flushed with Ar for 10 min, and NMP (20 mL) was added. The vessel was heated to 120° C. for 3 h, then diluted with DMF (20 mL) and added to a hot aqueous solution of EDTA (88 g, 232 mmol, in 500 mL H2O) in a 1 L conical flask. Oxygen was bubbled through the mixture as it was stirred and heated for 2 h. After 2 h of this treatm... The reactants are NC(CC(C(=O)OCC)C)C1=C(C=CC=C1OC)OC (ethyl 4-amino-4-(2,6-dimethoxyphenyl)-2-methylbutanoate), CC1=NC(=NO1)C=1C=C(C=O)C=CC1 (3-(5-methyl-1,2,4-oxadiazol-3-yl)benzaldehyde). The product is COC1=C(C(=CC=C1)OC)C1CC(C(N1CC1=CC(=CC=C1)C1=NOC(=N1)C)=O)C (5-(2,6-dimethoxyphenyl)-3-methyl-1-(3-(5-methyl-1,2,4-oxadiazol-3-yl)benzyl)pyrrolidin-2-one). As a reaction SMILES: [NH2:1][CH:2]([C:11]1[C:16]([O:17][CH3:18])=[CH:15][CH:14]=[CH:13][C:12]=1[O:19][CH3:20])[CH2:3][CH:4]([CH3:10])[C:5]([O:7]CC)=O.[CH3:21][C:22]1[O:26][N:25]=[C:24]([C:27]2[CH:28]=[C:29]([CH:32]=[CH:33][CH:34]=2)[CH:30]=O)[N:23]=1>>[CH3:18][O:17][C:16]1[CH:15]=[CH:14][CH:13]=[C:12]([O:19][CH3:20])[C:11]=1[CH:2]1[N:1]([CH2:30][C:29]2[CH:32]=[CH:33][CH:34]=[C:27]([C:24]3[N:23]=[C:22]([CH3:21])[O:26][N:25]=3)[CH:28]=2)[C:5](=[O:7])[CH:4]([CH3:10])[CH2:3]1. Procedure: Prepared according to the described general procedure 2 (GP2) by reaction of ethyl 4-amino-4-(2,6-dimethoxyphenyl)-2-methylbutanoate with commercially available 3-(5-methyl-1,2,4-oxadiazol-3-yl)benzaldehyde. Subsequent purification by preparative HPLC afforded the target compound. LC-MS (conditions A): tR=0.82 min.; [M+H]+: 408.01 g/mol. Yields the product Cc1cc(OC(=O)c2ccccc2)c2ccccc2c1OCc1ccccc1. Reactants: BrCc1ccccc1, Cc1cc(OC(=O)c2ccccc2)c2ccccc2c1O, O=C([O-])[O-], CC(C)=O, [K+], [K+]. Reaction SMILES: [Br:28][CH2:29][c:30]1[cH:31][cH:32][cH:33][cH:34][cH:35]1.[C:1]([c:2]1[cH:3][cH:4][cH:5][cH:6][cH:7]1)(=[O:8])[O:9][c:10]1[cH:11][c:12]([CH3:21])[c:13]([OH:20])[c:14]2[cH:15][cH:16][cH:17][cH:18][c:19]12.[C:22](=[O:23])([O-:24])[O-:25].[CH3:36][C:37](=[O:38])[CH3:39].[K+:26].[K+:27]>>[C:1]([c:2]1[cH:3][cH:4][cH:5][cH:6][cH:7]1)(=[O:8])[O:9][c:10]1[cH:11][c:12]([CH3:21])[c:13]([O:20][CH2:29][c:30]2[cH:31][cH:32][cH:33][cH:34][cH:35]2)[c:14]2[cH:15][cH:16][cH:17][cH:18][c:19]12.